Dataset: the Open Reaction Database (ORD), a public repository of structured organic reaction records. Task: describe an organic reaction: reactants, conditions, products, and yield Starting materials: FC(S(=O)(=O)OC1=NC(=C(N=C1)C1=NN(C(C=C1)=O)C(C)C)C1=CC=CC=C1)(F)F (5-(1-isopropyl-6-oxo-1,6-dihydro-3-pyridazinyl)-6-phenyl-2-pyrazinyl trifluoromethanesulfonate), CO (MeOH), C1(=CC=CC=C1)P(CCCP(C1=CC=CC=C1)C1=CC=CC=C1)C1=CC=CC=C1 (1,3-bis(diphenylphosphino)propane), CN(C)C=O (DMF). The reagents and catalysts are C(C)(=O)[O-].[Pd+2].C(C)(=O)[O-] (palladium acetate). Yields the product C(C)(C)N1N=C(C=CC1=O)C=1N=CC(=NC1C1=CC=CC=C1)C(=O)OC (methyl 5-(1-isopropyl-6-oxo-1,6-dihydro-3-pyridazinyl)-6-phenyl-2-pyrazinecarboxylate). As a reaction SMILES: FC(F)(F)S(O[C:7]1[CH:12]=[N:11][C:10]([C:13]2[CH:18]=[CH:17][C:16](=[O:19])[N:15]([CH:20]([CH3:22])[CH3:21])[N:14]=2)=[C:9]([C:23]2[CH:28]=[CH:27][CH:26]=[CH:25][CH:24]=2)[N:8]=1)(=O)=O.[CH3:31][OH:32].C1(P(C2C=CC=CC=2)CCCP(C2C=CC=CC=2)C2C=CC=CC=2)C=CC=CC=1.CN([CH:65]=[O:66])C>C([O-])(=O)C.[Pd+2].C([O-])(=O)C>[CH:20]([N:15]1[C:16](=[O:19])[CH:17]=[CH:18][C:13]([C:10]2[N:11]=[CH:12][C:7]([C:31]([O:66][CH3:65])=[O:32])=[N:8][C:9]=2[C:23]2[CH:28]=[CH:27][CH:26]=[CH:25][CH:24]=2)=[N:14]1)([CH3:21])[CH3:22] |f:4.5.6|. Reported procedure: A mixture of 5-(1-isopropyl-6-oxo-1,6-dihydro-3-pyridazinyl)-6-phenyl-2-pyrazinyl trifluoromethanesulfonate (1.0 g), MeOH (5.98 ml), palladium acetate (102 mg) and 1,3-bis(diphenylphosphino)propane (187 mg) in DMF (10 ml) was stirred with CO gas bubbling at 20° C. for 30 minutes. Then the reaction mixture was stirred under CO gas at 60° C. for 6 hours. Water and EtOAc were added to the reaction mixture. The organic layer was washed with 1N HCl, aq. NaHCO3 and brine. The organic layer was separat... Starting materials: BrC1=C(C=C(C=C1)O)C (4-bromo-3-methylphenol), C(=O)(OC(C)(C)C)NC(C)O (N-Boc aminoethanol), C1=CC=C(C=C1)P(C2=CC=CC=C2)C3=CC=CC=C3 (PPh3), CC(C)OC(=O)/N=N/C(=O)OC(C)C (DIAD). Run in CCOCC (Et2O), C1=CC=CC=C1 (PhH). Run at time 15 minute. Yields the product BrC1=C(C=C(C=C1)OCCNC(OC(C)(C)C)=O)C (1,1-Dimethylethyl {2-[(4-bromo-3-methylphenyl)oxy]ethyl}carbamate). As a reaction SMILES: [Br:1][C:2]1[CH:7]=[CH:6][C:5]([OH:8])=[CH:4][C:3]=1[CH3:9].[C:10]([NH:17][CH:18](O)[CH3:19])([O:12][C:13]([CH3:16])([CH3:15])[CH3:14])=[O:11].C1C=CC(P(C2C=CC=CC=2)C2C=CC=CC=2)=CC=1.CC(OC(/N=N/C(OC(C)C)=O)=O)C>CCOCC.C1C=CC=CC=1>[Br:1][C:2]1[CH:7]=[CH:6][C:5]([O:8][CH2:19][CH2:18][NH:17][C:10](=[O:11])[O:12][C:13]([CH3:16])([CH3:15])[CH3:14])=[CH:4][C:3]=1[CH3:9]. Procedure: To a solution of 4-bromo-3-methylphenol (0.187 g; 1.00 mmol), N-Boc aminoethanol (0.39 mL; 2.5 mmol) and PPh3 (0.655 g; 2.5 mmol) in anhyd PhH (5 mL) at 0° C. was added DIAD (0.49 mL; 2.5 mmol), dropwise over 15 min. The mixture was stirred 16 h at room temperature, diluted with Et2O, washed (2×satd Na2CO3, 2×H2O, brine), dried over Na2SO4, filtered and concentrated in vacuo. The residue was purified by flash chromatography (EtOAc/hexanes), affording the title compound as a colorless gum, which ...